From a dataset of the Open Reaction Database (ORD), a public repository of structured organic reaction records. describe an organic reaction: reactants, conditions, products, and yield The reactants are NC1=CC(=C(C(C(=O)O)=C1CCC(C(C(C(C(C1OC(CC1C)(C1OC(C(CC1)(O)CC)C)CC)CC)=O)C)O)C)O)C (5-amino-3-methyl-6-{7-ethyl-4-hydroxy-3,5-dimethyl-6-oxo-7-[5-ethyl-3-methyl-5-(5-ethyl-5-hydroxy-6-methyl-2-tetrahydropyranyl)-2-tetrahydrofuryl]heptyl}salicylic acid), Cl (HCl), N(=O)[O-].[Na+] (NaNO2), CO (methanol), Cl (HCl). The reagents and catalysts are Cl[Cu] (CuCl). Run in O (water), O (water). The product is [N+](=[N-])=C1CC(=C(C(C(=O)O)=C1CCC(C(C(C(C(C1OC(CC1C)(C1OC(C(CC1)(O)CC)C)CC)CC)=O)C)O)C)O)C (5-diazo-3-methyl-6-{7-ethyl-4-hydroxy-3,5-dimethyl-6-oxo-7-[5-ethyl-3-methyl-5-(5-ethyl-5-hydroxy-6-methyl-2-tetrahydropyranyl)-2-tetrahydrofuryl]heptyl}salicylic acid). RXN SMILES: [NH2:1][C:2]1[C:10]([CH2:11][CH2:12][CH:13]([CH3:41])[CH:14]([OH:40])[CH:15]([CH3:39])[C:16](=[O:38])[CH:17]([CH2:36][CH3:37])[CH:18]2[CH:22]([CH3:23])[CH2:21][C:20]([CH2:34][CH3:35])([CH:24]3[CH2:29][CH2:28][C:27]([CH2:31][CH3:32])([OH:30])[CH:26]([CH3:33])[O:25]3)[O:19]2)=[C:6]([C:7]([OH:9])=[O:8])[C:5]([OH:42])=[C:4]([CH3:43])[CH:3]=1.CO.Cl.[N:47]([O-])=O.[Na+]>O.Cl[Cu]>[N+:1](=[C:2]1[C:10]([CH2:11][CH2:12][CH:13]([CH3:41])[CH:14]([OH:40])[CH:15]([CH3:39])[C:16](=[O:38])[CH:17]([CH2:36][CH3:37])[CH:18]2[CH:22]([CH3:23])[CH2:21][C:20]([CH2:34][CH3:35])([CH:24]3[CH2:29][CH2:28][C:27]([CH2:31][CH3:32])([OH:30])[CH:26]([CH3:33])[O:25]3)[O:19]2)=[C:6]([C:7]([OH:9])=[O:8])[C:5]([OH:42])=[C:4]([CH3:43])[CH2:3]1)=[N-:47] |f:3.4|. Procedure: A solution of 5-amino-3-methyl-6-{7-ethyl-4-hydroxy-3,5-dimethyl-6-oxo-7-[5-ethyl-3-methyl-5-(5-ethyl-5-hydroxy-6-methyl-2-tetrahydropyranyl)-2-tetrahydrofuryl]heptyl}salicylic acid (1.28 g.) in 10 ml. methanol and 2 ml. of aqueous N HCl was cooled to 0° and a chilled solution of 150 mg. of NaNO2 in 1 ml. water was slowly added. To the solution was added 320 mg. of CuCl in 1 ml. of concentrated HCl. The reaction mixture was allowed to slowly warm up to room temperature and then diluted with wate... Reactants: COCCN(C)c1ccc(N)cn1, Cc1nn(-c2ccccc2)nc1C(=O)O. The product is COCCN(C)c1ccc(NC(=O)c2nn(-c3ccccc3)nc2C)cn1. RXN SMILES: [CH3:16][O:17][CH2:18][CH2:19][N:20]([c:21]1[n:22][cH:23][c:24]([NH2:27])[cH:25][cH:26]1)[CH3:28].[CH3:1][c:2]1[c:3]([C:13](=[O:14])[OH:15])[n:4][n:5](-[c:7]2[cH:8][cH:9][cH:10][cH:11][cH:12]2)[n:6]1>>[CH3:1][c:2]1[c:3]([C:13](=[O:15])[NH:27][c:24]2[cH:23][n:22][c:21]([N:20]([CH2:19][CH2:18][O:17][CH3:16])[CH3:28])[cH:26][cH:25]2)[n:4][n:5](-[c:7]2[cH:8][cH:9][cH:10][cH:11][cH:12]2)[n:6]1. The reactants are C(#N)CC(CC(=O)OCC)O[Si](C1=CC=CC=C1)(C1=CC=CC=C1)C(C)(C)C (ethyl 4-cyano-3-(tert-butyldiphenylsilyloxy)-butanoate), C(CCC)[Li] (n-butyl lithium), CCCCCC (hexane), C(C)(=O)OC(C)(C)C (tert-butyl acetate). Run in C1CCOC1 (THF), CO (Methanol), O (water), C1CCOC1 (THF). Run at temperature -7.5 celsius, time 30 minute. Yields the product C(#N)CC(CC(CC(=O)OC(C)(C)C)=O)O[Si](C1=CC=CC=C1)(C1=CC=CC=C1)C(C)(C)C (tert-Butyl 6-cyano-5-(tert-butyldiphenylsilyloxy)-3-oxohexanoate). As a reaction SMILES: C([Li])CCC.CCCCCC.[C:12]([O:15][C:16]([CH3:19])([CH3:18])[CH3:17])(=[O:14])[CH3:13].[C:20]([CH2:22][CH:23]([O:30][Si:31]([C:44]([CH3:47])([CH3:46])[CH3:45])([C:38]1[CH:43]=[CH:42][CH:41]=[CH:40][CH:39]=1)[C:32]1[CH:37]=[CH:36][CH:35]=[CH:34][CH:33]=1)[CH2:24][C:25](OCC)=[O:26])#[N:21]>C1COCC1.O.CO>[C:20]([CH2:22][CH:23]([O:30][Si:31]([C:44]([CH3:47])([CH3:46])[CH3:45])([C:38]1[CH:43]=[CH:42][CH:41]=[CH:40][CH:39]=1)[C:32]1[CH:33]=[CH:34][CH:35]=[CH:36][CH:37]=1)[CH2:24][C:25](=[O:26])[CH2:13][C:12]([O:15][C:16]([CH3:19])([CH3:18])[CH3:17])=[O:14])#[N:21]. Procedure: A solution of n-butyl lithium in hexane (14.4 ml, 0.21 mol) was added to a chilled solution (−5 to −10° C.) of diisopropylamlie (23.2 g, 0.23 mol) in THF (100 ml) and the resulting mixture was stirred at −5 to −10° C. for 30 minutes. After chilling the reaction to about −45° C., tert-butyl acetate (26 g, 0.21 mol) was added and the resulting reaction mixture was stirred at −20-30° C. for 1 hour. A solution of ethyl 4-cyano-3-(tert-butyldiphenylsilyloxy)-butanoate (20 g, 0.050 mol) in THF (20 ml)...